From a dataset of the Open Reaction Database (ORD), a public repository of structured organic reaction records. describe an organic reaction: reactants, conditions, products, and yield Reactants: CC(=O)Oc1ccc(C=O)cc1OC(C)=O, COCCOC, CS(C)=O, [H-], [Na+], CCCCCCC(=O)CP(=O)(OC)OC, O. RXN SMILES: [C:18]([CH3:19])(=[O:20])[O:21][c:22]1[cH:23][c:24]([CH:25]=[O:26])[cH:27][cH:28][c:29]1[O:30][C:31]([CH3:32])=[O:33].[CH2:35]([CH2:36][O:37][CH3:38])[O:39][CH3:40].[CH3:41][S:42](=[O:43])[CH3:44].[H-:1].[Na+:2].[O:3]=[C:4]([CH2:5][P:6](=[O:7])([O:8][CH3:9])[O:10][CH3:11])[CH2:12][CH2:13][CH2:14][CH2:15][CH2:16][CH3:17].[OH2:34]>>[O:3]=[C:4]([CH:5]=[CH:25][c:24]1[cH:23][c:22]([O:21][C:18]([CH3:19])=[O:20])[c:29]([O:30][C:31]([CH3:32])=[O:33])[cH:28][cH:27]1)[CH2:12][CH2:13][CH2:14][CH2:15][CH2:16][CH3:17]. Yields the product CCCCCCC(=O)C=Cc1ccc(OC(C)=O)c(OC(C)=O)c1. Starting materials: CCOC(=O)C#Cc1cc(-c2ccc(OCc3ccccc3)cc2)n(C2CCCCC2)n1, ClCCl. Product: CCOC(=O)C#Cc1cc(-c2ccc(O)cc2)n(C2CCCCC2)n1. As a reaction SMILES: [CH2:1]([c:2]1[cH:3][cH:4][cH:5][cH:6][cH:7]1)[O:8][c:9]1[cH:10][cH:11][c:12](-[c:15]2[cH:16][c:17]([C:26]#[C:27][C:28](=[O:29])[O:30][CH2:31][CH3:32])[n:18][n:19]2[CH:20]2[CH2:21][CH2:22][CH2:23][CH2:24][CH2:25]2)[cH:13][cH:14]1.[Cl:33][CH2:34][Cl:35]>>[OH:8][c:9]1[cH:10][cH:11][c:12](-[c:15]2[cH:16][c:17]([C:26]#[C:27][C:28](=[O:29])[O:30][CH2:31][CH3:32])[n:18][n:19]2[CH:20]2[CH2:21][CH2:22][CH2:23][CH2:24][CH2:25]2)[cH:13][cH:14]1. The reactants are C#CCCCOc1ccc(OC(C)(C)C(=O)O)c(C)c1, FC(F)(F)c1ncc(Cl)cn1. Product: Cc1cc(OCCCC#Cc2cnc(C(F)(F)F)nc2)ccc1OC(C)(C)C(=O)O. RXN SMILES: [CH3:12][C:13]([C:14](=[O:15])[OH:16])([CH3:17])[O:18][c:19]1[c:20]([CH3:31])[cH:21][c:22]([O:25][CH2:26][CH2:27][CH2:28][C:29]#[CH:30])[cH:23][cH:24]1.[Cl:1][c:2]1[cH:3][n:4][c:5]([C:8]([F:9])([F:10])[F:11])[n:6][cH:7]1>>[c:2]1([C:30]#[C:29][CH2:28][CH2:27][CH2:26][O:25][c:22]2[cH:21][c:20]([CH3:31])[c:19]([O:18][C:13]([CH3:12])([C:14](=[O:15])[OH:16])[CH3:17])[cH:24][cH:23]2)[cH:3][n:4][c:5]([C:8]([F:9])([F:10])[F:11])[n:6][cH:7]1. The reactants are FC1=C(C=CC=C1F)S(=O)(=O)N1C=C(C=C1C=1C(=NC=CC1)F)CN(C(OC(C)(C)C)=O)C (tert-butyl ({1-[(2,3-difluorophenyl)sulfonyl]-5-(2-fluoropyridin-3-yl)-1H-pyrrol-3-yl}methyl)methylcarbamate), C(C)(=O)OCC.Cl (hydrogen chloride-ethyl acetate). Run in C(C)O (ethanol). Reaction conditions: time 2 hour. Product: Cl.FC1=C(C=CC=C1F)S(=O)(=O)N1C=C(C=C1C=1C(=NC=CC1)F)CNC (1-{1-[(2,3-difluorophenyl)sulfonyl]-5-(2-fluoropyridin-3-yl)-1H-pyrrol-3-yl}-N-methylmethanamine hydrochloride). The yield is 54.0%. As a reaction SMILES: [F:1][C:2]1[C:7]([F:8])=[CH:6][CH:5]=[CH:4][C:3]=1[S:9]([N:12]1[C:16]([C:17]2[C:18]([F:23])=[N:19][CH:20]=[CH:21][CH:22]=2)=[CH:15][C:14]([CH2:24][N:25](C)[C:26](=O)OC(C)(C)C)=[CH:13]1)(=[O:11])=[O:10].C(OCC)(=O)C.[ClH:40]>C(O)C>[ClH:40].[F:1][C:2]1[C:7]([F:8])=[CH:6][CH:5]=[CH:4][C:3]=1[S:9]([N:12]1[C:16]([C:17]2[C:18]([F:23])=[N:19][CH:20]=[CH:21][CH:22]=2)=[CH:15][C:14]([CH2:24][NH:25][CH3:26])=[CH:13]1)(=[O:11])=[O:10] |f:1.2,4.5|. Reported procedure: To a solution of tert-butyl ({1-[(2,3-difluorophenyl)sulfonyl]-5-(2-fluoropyridin-3-yl)-1H-pyrrol-3-yl}methyl)methylcarbamate (443 mg) in ethanol (4 mL) was added 4 mol/L hydrogen chloride-ethyl acetate solution (4 mL), and the mixture was stirred at room temperature for 2 hr. The solvent was concentrated under reduced pressure, and the residue was recrystallized from ethanol to give the title compound (yield 206 mg, 54%). Run at time 8 hour. The yield is 21.1%. Reactants: C(C)(=O)N1CCN(CC1)C=1C(=NC2=CC=C(C=C2N1)C(=O)OC)C1=CC=C(C=C1)F (methyl 3-(4-acetylpiperazin-1-yl)-2-(4-fluorophenyl)quinoxaline-6-carboxylate), [OH-].[Na+] (NaOH). As a reaction SMILES: [C:1]([N:4]1[CH2:9][CH2:8][N:7]([C:10]2[C:11]([C:24]3[CH:29]=[CH:28][C:27]([F:30])=[CH:26][CH:25]=3)=[N:12][C:13]3[C:18]([N:19]=2)=[CH:17][C:16]([C:20]([O:22]C)=[O:21])=[CH:15][CH:14]=3)[CH2:6][CH2:5]1)(=[O:3])[CH3:2].[OH-].[Na+]>CO>[C:1]([N:4]1[CH2:5][CH2:6][N:7]([C:10]2[C:11]([C:24]3[CH:25]=[CH:26][C:27]([F:30])=[CH:28][CH:29]=3)=[N:12][C:13]3[C:18]([N:19]=2)=[CH:17][C:16]([C:20]([OH:22])=[O:21])=[CH:15][CH:14]=3)[CH2:8][CH2:9]1)(=[O:3])[CH3:2] |f:1.2|. Run in CO (methanol). Product: C(C)(=O)N1CCN(CC1)C=1C(=NC2=CC=C(C=C2N1)C(=O)O)C1=CC=C(C=C1)F (3-(4-acetylpiperazin-1-yl)-2-(4-fluorophenyl)quinoxaline-6-carboxylic acid). Procedure details: To a solution of methyl 3-(4-acetylpiperazin-1-yl)-2-(4-fluorophenyl)quinoxaline-6-carboxylate (103 mg, 0.25 mmol) in methanol (10 ml) was added NaOH (48 mg, 1.27 mmol). The resulting solution was stirred overnight at room temperature and concentrated in vacuo. The residue was dissolved in water (15 ml) and adjusted to pH 5 with hydrochloric acid (1N). The solids were collected by filtration to afford 3-(4-acetylpiperazin-1-yl)-2-(4-fluorophenyl)quinoxaline-6-carboxylic acid as a yellow solid (2... Starting materials: C(C)(=O)C1=CC=C(CN2N=C3C(C(N(C=4N3CC(N4)(C)C)C)=O)=C2Cl)C=C1 (7,8-Dihydro-2-(4-acetylbenzyl)-3-chloro-5,7,7-trimethyl-[2H]-imidazo-[1,2-a]pyrazolo[4,3-e]pyrimidin-4(5H)-one), FC1=CC=C(C=C1)N (4-fluorobenzenamine), C([O-])([O-])=O.[K+].[K+] (potassium carbonate). Reagents/catalysts: C=1C=CC(=CC1)/C=C/C(=O)/C=C/C2=CC=CC=C2.C=1C=CC(=CC1)/C=C/C(=O)/C=C/C2=CC=CC=C2.C=1C=CC(=CC1)/C=C/C(=O)/C=C/C2=CC=CC=C2.[Pd].[Pd] (Pd2(dba)3), CC1(C2=C(C(=CC=C2)P(C3=CC=CC=C3)C4=CC=CC=C4)OC5=C(C=CC=C51)P(C6=CC=CC=C6)C7=CC=CC=C7)C (Xantphos). Run in C(C)(C)(CC)O (tert-amyl alcohol). Conditions: temperature 110 celsius, time 24 hour. Yields the product C(C)(=O)C1=CC=C(CN2N=C3C(C(N(C=4N3CC(N4)(C)C)C)=O)=C2NC2=CC=C(C=C2)F)C=C1 (7,8-Dihydro-2-(4-acetylbenzyl)-3-(4-fluorophenylamino)-5,7,7-trimethyl-[2H]-imidazo-[1,2-a]pyrazolo[4,3-e]pyrimidin-4(5H)-one), C(=O)[O-] (formate). Yield: 54.0%. As a reaction SMILES: [C:1]([C:4]1[CH:27]=[CH:26][C:7]([CH2:8][N:9]2[C:24](Cl)=[C:12]3[C:13](=[O:23])[N:14]([CH3:22])[C:15]4[N:16]([CH2:17][C:18]([CH3:21])([CH3:20])[N:19]=4)[C:11]3=[N:10]2)=[CH:6][CH:5]=1)(=[O:3])[CH3:2].[F:28][C:29]1[CH:34]=[CH:33][C:32]([NH2:35])=[CH:31][CH:30]=1.[C:36](=O)([O-:38])[O-:37].[K+].[K+]>C(O)(CC)(C)C.C1C=CC(/C=C/C(/C=C/C2C=CC=CC=2)=O)=CC=1.C1C=CC(/C=C/C(/C=C/C2C=CC=CC=2)=O)=CC=1.C1C=CC(/C=C/C(/C=C/C2C=CC=CC=2)=O)=CC=1.[Pd].[Pd].CC1(C)C2C(=C(P(C3C=CC=CC=3)C3C=CC=CC=3)C=CC=2)OC2C(P(C3C=CC=CC=3)C3C=CC=CC=3)=CC=CC1=2>[C:1]([C:4]1[CH:27]=[CH:26][C:7]([CH2:8][N:9]2[C:24]([NH:35][C:32]3[CH:33]=[CH:34][C:29]([F:28])=[CH:30][CH:31]=3)=[C:12]3[C:13](=[O:23])[N:14]([CH3:22])[C:15]4[N:16]([CH2:17][C:18]([CH3:21])([CH3:20])[N:19]=4)[C:11]3=[N:10]2)=[CH:6][CH:5]=1)(=[O:3])[CH3:2].[CH:36]([O-:38])=[O:37] |f:2.3.4,6.7.8.9.10|. Procedure details: 7,8-Dihydro-2-(4-acetylbenzyl)-3-chloro-5,7,7-trimethyl-[2H]-imidazo-[1,2-a]pyrazolo[4,3-e]pyrimidin-4(5H)-one (150 mg, 0.389 mmol), 4-fluorobenzenamine (41 μL, 0.428 mmol) and potassium carbonate (107 mg, 0.775 mmol) in tert-amyl alcohol (1.3 mL) are degassed with argon and then Xantphos (9.0 mg, 0.016 mmol) and Pd2(dba)3 (7.13 mg, 0.0078 mmol) are added. The suspension is degassed again, and then heated to 110° C. The reaction mixture is stirred at 110° C. under argon for 24 h. After routine w... Starting materials: CC=1C(=NC2=CC=CC=C2N1)O (3-Methyl-2-quinoxalinol), [H-].[Na+] (sodium hydride), CCOP(=O)(OCC)Cl (chlorodiethylphosphate), [N+](#[C-])CC(=O)OCC (ethyl isocyanoacetate), CC(C)([O-])C.[K+] (potassium t-butoxide). The solvent is C(C)(=O)O (acetic acid), CN(C)C=O (DMF), CN(C)C=O (DMF). Product: CC=1C=2N(C3=CC=CC=C3N1)C=NC2C(=O)OCC (Ethyl 4-methyl-imidazo[1,5-a]quinoxaline-3-carboxylate). The yield is 54.4%. As a reaction SMILES: [CH3:1][C:2]1[C:3](O)=[N:4][C:5]2[C:10]([N:11]=1)=[CH:9][CH:8]=[CH:7][CH:6]=2.[H-].[Na+].CCOP(Cl)(OCC)=O.[N+:24]([CH2:26][C:27]([O:29][CH2:30][CH3:31])=[O:28])#[C-:25].CC(C)([O-])C.[K+]>CN(C=O)C.C(O)(=O)C>[CH3:1][C:2]1[C:3]2[N:4]([CH:25]=[N:24][C:26]=2[C:27]([O:29][CH2:30][CH3:31])=[O:28])[C:5]2[C:10]([N:11]=1)=[CH:9][CH:8]=[CH:7][CH:6]=2 |f:1.2,5.6|. Procedure details: 3-Methyl-2-quinoxalinol (2.84 g, 18 mmol) was dissolved in dry DMF (40 ml) and charged with sodium hydride (55% oil dispersion, 1.0 g, 23 mmol). The resulting solution was cooled under nitrogen to -20° C., whereafter chlorodiethylphosphate (3.3 ml, 23 mmol) was added. The reaction mixture was allowed to reach room temperature, and was then added a -30° C. cold solution of ethyl isocyanoacetate (2.6 g, 23 mmol) and potassium t-butoxide (2.6 g, 23 mmol) in dry DMF (25 ml). The mixture was stirred ... The reactants are COc1cc(C=O)cc(OC)c1OC, C=C(C)COc1ccc2c(=O)c(C)c(-c3ccccc3)oc2c1C(C)=O, CCO, [K+], [OH-], O. The product is C=C(C)COc1ccc2c(=O)c(C)c(-c3ccccc3)oc2c1C(=O)C=Cc1cc(OC)c(OC)c(OC)c1. As a reaction SMILES: [CH3:29][O:30][c:31]1[cH:32][c:33]([CH:34]=[O:35])[cH:36][c:37]([O:41][CH3:42])[c:38]1[O:39][CH3:40].[CH3:3][C:4]([CH2:5][O:6][c:7]1[cH:8][cH:9][c:10]2[c:11](=[O:27])[c:12]([CH3:26])[c:13](-[c:20]3[cH:21][cH:22][cH:23][cH:24][cH:25]3)[o:14][c:15]2[c:16]1[C:17]([CH3:18])=[O:19])=[CH2:28].[CH3:43][CH2:44][OH:45].[K+:2].[OH-:1].[OH2:46]>>[CH3:3][C:4]([CH2:5][O:6][c:7]1[cH:8][cH:9][c:10]2[c:11](=[O:27])[c:12]([CH3:26])[c:13](-[c:20]3[cH:21][cH:22][cH:23][cH:24][cH:25]3)[o:14][c:15]2[c:16]1[C:17]([CH:18]=[CH:34][c:33]1[cH:32][c:31]([O:30][CH3:29])[c:38]([O:39][CH3:40])[c:37]([O:41][CH3:42])[cH:36]1)=[O:19])=[CH2:28]. Reactants: COC=1C=C2C(=CC=NC2=CC1OC)OC1=CC(=C(N)C=C1)C (4-[(6,7-Dimethoxy-4-quinolyl)oxy]-2-methylaniline), C1(=CC=CC=C1)C (toluene), CC1=CC=C(C=C1)C(=O)N=C=S (4-methyl-1-benzenecarbonyl isothiocyanate). The solvent is C(C)O (ethanol), C(C)O (ethanol). Conditions: time 2 hour. Yields the product COC=1C=C2C(=CC=NC2=CC1OC)OC1=CC(=C(C=C1)NC(=S)NC(C1=CC=C(C=C1)C)=O)C (N-{4-[(6,7-Dimethoxy-4-quinolyl)oxy]-2-methylphenyl}-N′-(4-methylbenzoyl)thiourea). The yield is 56.0%. As a reaction SMILES: [CH3:1][C:2]1[CH:7]=[CH:6][C:5]([C:8]([N:10]=[C:11]=[S:12])=[O:9])=[CH:4][CH:3]=1.[CH3:13][O:14][C:15]1[CH:16]=[C:17]2[C:22](=[CH:23][C:24]=1[O:25][CH3:26])[N:21]=[CH:20][CH:19]=[C:18]2[O:27][C:28]1[CH:34]=[CH:33][C:31]([NH2:32])=[C:30]([CH3:35])[CH:29]=1.C1(C)C=CC=CC=1>C(O)C>[CH3:13][O:14][C:15]1[CH:16]=[C:17]2[C:22](=[CH:23][C:24]=1[O:25][CH3:26])[N:21]=[CH:20][CH:19]=[C:18]2[O:27][C:28]1[CH:34]=[CH:33][C:31]([NH:32][C:11]([NH:10][C:8](=[O:9])[C:5]2[CH:4]=[CH:3][C:2]([CH3:1])=[CH:7][CH:6]=2)=[S:12])=[C:30]([CH3:35])[CH:29]=1. Reported procedure: Commercially available 4-methyl-1-benzenecarbonyl isothiocyanate (50 μl) was dissolved in ethanol (1 ml) to prepare a solution. 4-[(6,7-Dimethoxy-4-quinolyl)oxy]-2-methylaniline (50 mg), toluene (5 ml), and ethanol (1 ml) were added to the solution, and the mixture was stirred at room temperature for 2 hr. The reaction solution was concentrated, and the residue was purified by chromatography on silica gel using chloroform/acetone for development to give the title compound (44 mg, yield 56%).